From a dataset of the Open Reaction Database (ORD), a public repository of structured organic reaction records. describe an organic reaction: reactants, conditions, products, and yield The reactants are CH2Cl2, C1CCCC2CC3CC4=CC=CC=C4C(C3C=C12)=O (octahydro-11-naphthacenone), C(=O)(O)[O-].[Na+] (NaHCO3), [N+](=O)([O-])[O-].[NH4+].[Ce] (cerium ammonium nitrate). Reagents/catalysts: ClC1=C(C(C(=C(C1=O)C#N)C#N)=O)Cl (dichlorodicyanobenzoquinone). Run in CC(=O)C (acetone), CC(=O)C (acetone). Run at time 1.5 hour. Yields the product C1CCCC=2C(C3=CC4=CC=CC=C4C=C3C(C12)=O)=O (tetrahydro-5,12-naphthacenedione). The yield is 147.4%. Reaction SMILES: [CH2:1]1[C:18]2[CH:5]([CH2:6][CH:7]3[CH:16]([CH:17]=2)[C:15](=[O:19])[C:14]2[C:9](=[CH:10][CH:11]=[CH:12][CH:13]=2)[CH2:8]3)[CH2:4][CH2:3][CH2:2]1.C([O-])(O)=[O:21].[Na+].[N+]([O-])([O-])=O.[NH4+].[Ce]>CC(C)=O.ClC1C(=O)C(C#N)=C(C#N)C(=O)C=1Cl>[CH2:13]1[C:14]2[C:15](=[O:19])[C:16]3[C:7](=[CH:6][C:5]4[C:18]([CH:17]=3)=[CH:1][CH:2]=[CH:3][CH:4]=4)[C:8](=[O:21])[C:9]=2[CH2:10][CH2:11][CH2:12]1 |f:1.2,3.4.5|. Procedure details: A solution of 36 mg (0.075 mmol) of the octahydro-11-naphthacenone and 60 mg (0.675 mmol) of NaHCO3 in 10 mL of acetone was treated with a solution of 167 mg (3 mmol) of cerium ammonium nitrate (CAN) and 1 mg of dichlorodicyanobenzoquinone (DDQ) in 2 mL of acetone added in one portion at 0 degrees centigrade. The reaction mixture was stirred at room temperature for 1.5 hours during which the color changed from shiny yellow to orange red, and then 25 mL of CH2Cl2 was added. The mixture was filter...